This data is from the Open Reaction Database (ORD), a public repository of structured organic reaction records. The task is: describe an organic reaction: reactants, conditions, products, and yield Reactants: CCC(=CC=O)C(C)[N+](=O)[O-], CO, ClC(Cl)Cl, Cl, NO. RXN SMILES: [CH2:4]([CH3:5])[C:6](=[CH:7][CH:8]=[O:9])[CH:10]([CH3:11])[N+:12](=[O:13])[O-:14].[CH3:19][OH:20].[CH:15]([Cl:16])([Cl:17])[Cl:18].[ClH:1].[NH2:2][OH:3]>>[N:2]([OH:3])=[CH:8][CH:7]=[C:6]([CH2:4][CH3:5])[CH:10]([CH3:11])[N+:12](=[O:13])[O-:14]. The product is CCC(=CC=NO)C(C)[N+](=O)[O-]. Reactants: ClC=1C=C(C=CC1)[C@H]1C[C@](C(N([C@@H]1C1=CC=C(C=C1)Cl)C1C=CCC1)=O)(C)CC=O (2-((3R,5R,6S)-5-(3-chlorophenyl)-6-(4-chlorophenyl)-1-(cyclopent-2-enyl)-3-methyl-2-oxopiperidin-3-yl)acetaldehyde), CC(=O)C.OS(=O)(=O)O.O=[Cr](=O)=O (Jones reagent). Run in CCOC(=O)C (EtOAc), CC(=O)C (acetone). Reaction conditions: time 15 minute. The product is ClC=1C=C(C=CC1)[C@H]1C[C@](C(N([C@@H]1C1=CC=C(C=C1)Cl)C1C=CCC1)=O)(C)CC(=O)O (2-((3R,5R,6S)-5-(3-chlorophenyl)-6-(4-chlorophenyl)-1-(cyclopent-2-enyl)-3-methyl-2-oxopiperidin-3-yl)acetic acid). As a reaction SMILES: [Cl:1][C:2]1[CH:3]=[C:4]([C@@H:8]2[C@@H:13]([C:14]3[CH:19]=[CH:18][C:17]([Cl:20])=[CH:16][CH:15]=3)[N:12]([CH:21]3[CH2:25][CH2:24][CH:23]=[CH:22]3)[C:11](=[O:26])[C@:10]([CH2:28][CH:29]=[O:30])([CH3:27])[CH2:9]2)[CH:5]=[CH:6][CH:7]=1.CC(C)=[O:33].OS(O)(=O)=O.O=[Cr](=O)=O>CC(C)=O.CCOC(C)=O>[Cl:1][C:2]1[CH:3]=[C:4]([C@@H:8]2[C@@H:13]([C:14]3[CH:19]=[CH:18][C:17]([Cl:20])=[CH:16][CH:15]=3)[N:12]([CH:21]3[CH2:25][CH2:24][CH:23]=[CH:22]3)[C:11](=[O:26])[C@:10]([CH2:28][C:29]([OH:33])=[O:30])([CH3:27])[CH2:9]2)[CH:5]=[CH:6][CH:7]=1 |f:1.2.3|. Reported procedure: To 2-((3R,5R,6S)-5-(3-chlorophenyl)-6-(4-chlorophenyl)-1-(cyclopent-2-enyl)-3-methyl-2-oxopiperidin-3-yl)acetaldehyde (Example 102, Step E) (267 mg, 0.604 mmol) in acetone (4 mL) was added freshly prepared Jones reagent (0.5 mL) at rt. The reaction mixture was stirred at room temperature for 15 min. before it was diluted with EtOAc and washed with water and sat. aq. NaCl solution. The organic layer was dried over Na2SO4 and concentrated under reduced pressure. The residue was purified by flash c... The reactants are [OH-].[Na+] (sodium hydroxide), C(C)OC(=O)C=1OC(=CC1C)N1CCCC1 (5-pyrrolidine-1-yl-methyl-furan-2-carboxylic acid ethyl ester), Cl (hydrochloric acid). Solvent: C(C)O (ethanol). Conditions: time 8 hour. The product is N1(CCCC1)C1=CC(=C(O1)C(=O)O)C (5-pyrrolidine-1-yl-methyl-furan-2-carboxylic acid). RXN SMILES: C([O:3][C:4]([C:6]1[O:7][C:8]([N:12]2[CH2:16][CH2:15][CH2:14][CH2:13]2)=[CH:9][C:10]=1[CH3:11])=[O:5])C.[OH-].[Na+].Cl>C(O)C>[N:12]1([C:8]2[O:7][C:6]([C:4]([OH:5])=[O:3])=[C:10]([CH3:11])[CH:9]=2)[CH2:16][CH2:15][CH2:14][CH2:13]1 |f:1.2|. Procedure: The 5-pyrrolidine-1-yl-methyl-furan-2-carboxylic acid ethyl ester (770 mg, 3.45 mmol) obtained in Example 55 (1) was dissolved in ethanol (4 ml). A 1 N sodium hydroxide aqueous solution (5.17 ml) was added dropwise to the solution, and the mixture was stirred overnight. The reaction mixture was neutralized with a 1 N hydrochloric acid solution (5.17 ml), and then ethanol was evaporated. The residue was dried to afford 5-pyrrolidine-1-yl-methyl-furan-2-carboxylic acid containing sodium chloride (... Reactants: O (water), NC1=C(C2=C(S1)C=CC=C2)C(=O)N (2-Amino-benzo[b]thiophene-3-carboxylic Acid Amide), resultant mixture, ClS(=O)(=O)N=C=O (chlorosulfonyl isocyanate). Run in C(Cl)Cl (CH2Cl2). Yields the product N(C(=O)N)C1=C(C2=C(S1)C=CC=C2)C(=O)N (2-Ureido-benzo[b]thiophene-3-carboxylic Acid Amide). Isolated yield 40.9%. RXN SMILES: [NH2:1][C:2]1[S:6][C:5]2[CH:7]=[CH:8][CH:9]=[CH:10][C:4]=2[C:3]=1[C:11]([NH2:13])=[O:12].ClS([N:18]=[C:19]=[O:20])(=O)=O.O>C(Cl)Cl>[NH:1]([C:2]1[S:6][C:5]2[CH:7]=[CH:8][CH:9]=[CH:10][C:4]=2[C:3]=1[C:11]([NH2:13])=[O:12])[C:19]([NH2:18])=[O:20]. Procedure: To the mixture of 2a (20 mg, 0.104 mmol) in CH2Cl2 (10 mL) was added chlorosulfonyl isocyanate (15 μL, 0.15 mmol). The resultant mixture was stirred at room temperature for 1 h and mixed with water (0.5 mL). Separation via a reverse phase HPLC provided the title compound (10 mg, 40%) as a white solid: MS (ES) m/z 236 (M+H)+; 1H NMR (400 MHz, DMSO-d6) δ10.77 (s, 1H), 7.84 (m, 2H), 7.56 (brs, 3H), 7.20 (m, 1H), 7.08 (m, 1H), 6.98 (brs, 1H). Reactants: F[B-](F)(F)F, CC#N, CO, CCN(C(C)C)C(C)C, O=C(O)CNC(=O)c1cccc(C(F)(F)F)c1, CC(C)N(C)C1CCC(N)C(CC#N)C1, CN(C)C(On1nnc2ccccc21)=[N+](C)C. Yields the product CC(C)N(C)C1CCC(NC(=O)CNC(=O)c2cccc(C(F)(F)F)c2)C(CC#N)C1. Reaction SMILES: [B-:42]([F:43])([F:44])([F:45])[F:46].[CH3:64][C:65]#[N:66].[CH3:67][OH:68].[CH:16]([N:17]([CH:18]([CH3:19])[CH3:20])[CH2:21][CH3:22])([CH3:23])[CH3:24].[F:25][C:26]([c:27]1[cH:28][c:29]([C:30](=[O:31])[NH:32][CH2:33][C:34](=[O:35])[OH:36])[cH:37][cH:38][cH:39]1)([F:40])[F:41].[NH2:1][CH:2]1[CH:3]([CH2:13][C:14]#[N:15])[CH2:4][CH:5]([N:8]([CH3:9])[CH:10]([CH3:11])[CH3:12])[CH2:6][CH2:7]1.[n:47]1([O:48][C:49]([N:50]([CH3:51])[CH3:52])=[N+:53]([CH3:54])[CH3:55])[c:56]2[cH:57][cH:58][cH:59][cH:60][c:61]2[n:62][n:63]1>>[NH:1]([CH:2]1[CH:3]([CH2:13][C:14]#[N:15])[CH2:4][CH:5]([N:8]([CH3:9])[CH:10]([CH3:11])[CH3:12])[CH2:6][CH2:7]1)[C:34]([CH2:33][NH:32][C:30]([c:29]1[cH:28][c:27]([C:26]([F:25])([F:40])[F:41])[cH:39][cH:38][cH:37]1)=[O:31])=[O:35]. Reactants: ClC1=NC=C(C(=N1)N[C@@H](CO)C)C=1SC=CC1 ((R)-2-(2-chloro-5-(2-thienyl)pyrimidine-4-ylamino)propan-1-ol), NC1=CC=C(C=C1)S(=O)(=NC(NC)=O)C ((RS)—S-(4-aminophenyl)-N-(methylcarbamoyl)-S-methylsulphoximide). Product: CNC(=O)N=S(=O)(C)C1=CC=C(C=C1)NC1=NC=C(C(=N1)N[C@@H](CO)C)C=1SC=CC1 ((RS)—N-(methylcarbamoyl)-S-(4-{[4-{[(R)-2-hydroxy-1-methylethyl]amino}-5-(2-thienyl)pyrimidine-2-yl]amino}phenyl)-S-methylsulfoximide). The yield is 23.5%. Reaction SMILES: Cl[C:2]1[N:7]=[C:6]([NH:8][C@H:9]([CH3:12])[CH2:10][OH:11])[C:5]([C:13]2[S:14][CH:15]=[CH:16][CH:17]=2)=[CH:4][N:3]=1.[NH2:18][C:19]1[CH:24]=[CH:23][C:22]([S:25]([CH3:32])(=[N:27][C:28](=[O:31])[NH:29][CH3:30])=[O:26])=[CH:21][CH:20]=1>>[CH3:30][NH:29][C:28]([N:27]=[S:25]([C:22]1[CH:23]=[CH:24][C:19]([NH:18][C:2]2[N:7]=[C:6]([NH:8][C@H:9]([CH3:12])[CH2:10][OH:11])[C:5]([C:13]3[S:14][CH:15]=[CH:16][CH:17]=3)=[CH:4][N:3]=2)=[CH:20][CH:21]=1)([CH3:32])=[O:26])=[O:31]. Reported procedure: In the reaction of (R)-2-(2-chloro-5-(2-thienyl)pyrimidine-4-ylamino)propan-1-ol (164.5 mg, 0.61 mmol) with (RS)—S-(4-aminophenyl)-N-(methylcarbamoyl)-S-methylsulphoximide (126 mg, 0.55 mmol) according to procedure 5c, the desired product is obtained in 23.5% yield (60 mg) after chromatographic purification (silica gel, dichloromethane/ethanol (0%-20% ethanol)).